From a dataset of the Open Reaction Database (ORD), a public repository of structured organic reaction records. describe an organic reaction: reactants, conditions, products, and yield Reactants: O.O.P(=O)(O)(O)[O-].[Na+] (sodium dihydrogen phosphate dihydrate), [OH-].[Na+] (NaOH), O.O.P(=O)(O)([O-])[O-].[Na+].[Na+] (disodium hydrogen phosphate dihydrate), C(C)(=O)NC(C(=O)OCC)CC1=CC(=C(C=C1)CC)CC (ethyl 2-acetylamino-3-(3,4-diethyl-phenyl)-propionate). Run in O (water), CC(=O)C (acetone). Run at temperature 37 celsius, time 4 hour. Yields the product C(C)(=O)N[C@@H](C(=O)OCC)CC1=CC(=C(C=C1)CC)CC (ethyl (R)-2-acetylamino-3-(3,4-diethyl-phenyl)-propionate). RXN SMILES: O.O.P([O-])([O-])(O)=O.[Na+].[Na+].O.O.P([O-])(O)(O)=O.[Na+].[C:18]([NH:21][CH:22]([CH2:28][C:29]1[CH:34]=[CH:33][C:32]([CH2:35][CH3:36])=[C:31]([CH2:37][CH3:38])[CH:30]=1)[C:23]([O:25][CH2:26][CH3:27])=[O:24])(=[O:20])[CH3:19].[OH-].[Na+]>O.CC(C)=O>[C:18]([NH:21][C@H:22]([CH2:28][C:29]1[CH:34]=[CH:33][C:32]([CH2:35][CH3:36])=[C:31]([CH2:37][CH3:38])[CH:30]=1)[C:23]([O:25][CH2:26][CH3:27])=[O:24])(=[O:20])[CH3:19] |f:0.1.2.3.4,5.6.7.8,10.11|. Procedure: 27 mL Alcalase 2.4 L FG (Novozymes A/S; DK 2880 Bagsvaerd) were added to a solution of 38.0 g (213.5 mmol) disodium hydrogen phosphate dihydrate in 500 mL water at a temperature of 37° C. and the pH was adjusted to 7.5 by the addition of sodium dihydrogen phosphate dihydrate. Then at 37° C. with stirring 29.7 g (101.9 mmol) ethyl 2-acetylamino-3-(3,4-diethyl-phenyl)-propionate dissolved in 150 mL acetone was added dropwise. The pH value of the reaction mixture was kept constantly kept in the ran... Reactants: BrC=1C=C2C=C(NC2=CC1)C(=O)N1CCC(CC1)NC1=CC=C(C=C1)CCNC[C@@H](COC1=CC=C(C=C1)O[Si](C1=CC=CC=C1)(C1=CC=CC=C1)C(C)(C)C)O ((5-Bromo-1H-indol-2-yl){4-[4-(2-{[(2S)-3-(4-{[tert-butyl(diphenyl)silyl]oxy}phenoxy)-2-hydroxypropyl]amino}ethyl)anilino]-1-piperidinyl}methanone). Run in C(Cl)(Cl)Cl.CO (chloroform methanol). Product: BrC=1C=C2C=C(NC2=CC1)C(=O)N1CCC(CC1)NC1=CC=C(C=C1)CCNC[C@@H](COC1=CC=C(C=C1)O)O ((5-Bromo-1H-indol-2-yl)-[4-(4-[2-[(2S)-2-hydroxy-3-(4-hydroxy-phenoxy)-propylamino]-ethyl]-phenylamino)-piperidin-1-yl]-methanone). Yield: 35.5%. As a reaction SMILES: [Br:1][C:2]1[CH:3]=[C:4]2[C:8](=[CH:9][CH:10]=1)[NH:7][C:6]([C:11]([N:13]1[CH2:18][CH2:17][CH:16]([NH:19][C:20]3[CH:25]=[CH:24][C:23]([CH2:26][CH2:27][NH:28][CH2:29][C@H:30]([OH:57])[CH2:31][O:32][C:33]4[CH:38]=[CH:37][C:36]([O:39][Si](C(C)(C)C)(C5C=CC=CC=5)C5C=CC=CC=5)=[CH:35][CH:34]=4)=[CH:22][CH:21]=3)[CH2:15][CH2:14]1)=[O:12])=[CH:5]2>C(Cl)(Cl)Cl.CO>[Br:1][C:2]1[CH:3]=[C:4]2[C:8](=[CH:9][CH:10]=1)[NH:7][C:6]([C:11]([N:13]1[CH2:14][CH2:15][CH:16]([NH:19][C:20]3[CH:21]=[CH:22][C:23]([CH2:26][CH2:27][NH:28][CH2:29][C@H:30]([OH:57])[CH2:31][O:32][C:33]4[CH:34]=[CH:35][C:36]([OH:39])=[CH:37][CH:38]=4)=[CH:24][CH:25]=3)[CH2:17][CH2:18]1)=[O:12])=[CH:5]2 |f:1.2|. Procedure: (5-Bromo-1H-indol-2-yl){4-[4-(2-{[(2S)-3-(4-{[tert-butyl(diphenyl)silyl]oxy}phenoxy)-2-hydroxypropyl]amino}ethyl)anilino]-1-piperidinyl}methanone (0.119 g, 0.141 mmol) was reacted according to Procedure H (eluant: 5:1 chloroform-methanol) to give the title compound (0.031 g, 0.05 mmol). Reactants: COc1ccc(C=O)cc1, CC(=O)O, NC1CCC(C(c2ccccc2)c2ccccc2)OC1, Fc1ccc(CNC2CCOC(C(c3ccccc3)c3ccccc3)C2)cc1, ClCCCl. Reaction SMILES: [CH3:21][O:22][c:23]1[cH:24][cH:25][c:26]([CH:27]=[O:28])[cH:29][cH:30]1.[CH3:31][C:32](=[O:33])[OH:34].[CH:1]([c:2]1[cH:3][cH:4][cH:5][cH:6][cH:7]1)([c:8]1[cH:9][cH:10][cH:11][cH:12][cH:13]1)[CH:14]1[CH2:15][CH2:16][CH:17]([NH2:20])[CH2:18][O:19]1.[CH:39]([CH:40]1[CH2:41][CH:42]([NH:43][CH2:44][c:45]2[cH:46][cH:47][c:48]([F:49])[cH:50][cH:51]2)[CH2:52][CH2:53][O:54]1)([c:55]1[cH:56][cH:57][cH:58][cH:59][cH:60]1)[c:61]1[cH:62][cH:63][cH:64][cH:65][cH:66]1.[Cl:35][CH2:36][CH2:37][Cl:38]>>[CH:1]([c:2]1[cH:3][cH:4][cH:5][cH:6][cH:7]1)([c:8]1[cH:9][cH:10][cH:11][cH:12][cH:13]1)[CH:14]1[CH2:15][CH2:16][CH:17]([NH:20][CH2:27][c:26]2[cH:25][cH:24][c:23]([O:22][CH3:21])[cH:30][cH:29]2)[CH2:18][O:19]1. Yields the product COc1ccc(CNC2CCC(C(c3ccccc3)c3ccccc3)OC2)cc1.